This data is from the Open Reaction Database (ORD), a public repository of structured organic reaction records. The task is: describe an organic reaction: reactants, conditions, products, and yield Solvent: CS(=O)C (dimethyl sulfoxide). Run at time 30 minute. Starting materials: COC1=CC=C(C(=O)NC2=CC=C(C=C2)OC)C=C1 (4-methoxy-N-(4-methoxy-phenyl)benzamide), O (water), [H-].[Na+] (sodium hydride), C(C)I (ethyl iodide). Yields the product C(C)N(C(C1=CC=C(C=C1)OC)=O)C1=CC=C(C=C1)OC (N-ethyl-4-methoxy-N-(4-methoxyphenyl)benzamide). Procedure details: A mixture composed of 600 mg of 4-methoxy-N-(4-methoxy-phenyl)benzamide and 150 mg of 60% sodium hydride was stirred in 7.5 ml of dimethyl sulfoxide at 50° C. for 10 minutes. Then, 1.05 ml of ethyl iodide was added, and the reaction mixture was stirred for 30 minutes. After water was added to the reaction mixture, the product was extracted with ethyl acetate. The organic layer was washed with water and dried over anhydrous sodium sulfate. After the solvent was distilled off, the resulting crude ... As a reaction SMILES: [CH3:1][O:2][C:3]1[CH:19]=[CH:18][C:6]([C:7]([NH:9][C:10]2[CH:15]=[CH:14][C:13]([O:16][CH3:17])=[CH:12][CH:11]=2)=[O:8])=[CH:5][CH:4]=1.[H-].[Na+].[CH2:22](I)[CH3:23].O>CS(C)=O>[CH2:22]([N:9]([C:10]1[CH:15]=[CH:14][C:13]([O:16][CH3:17])=[CH:12][CH:11]=1)[C:7](=[O:8])[C:6]1[CH:5]=[CH:4][C:3]([O:2][CH3:1])=[CH:19][CH:18]=1)[CH3:23] |f:1.2|. Starting materials: resultant product, resultant solution, P(=O)(OCC)(OCC)OCC (triethyl phosphate), BrC[C@@H]1CC[C@H](CC1)[C@@H]1CC[Si@H](CC1)CCC (trans-4-(trans-4-bromomethylcyclohexyl)-1-propyl-1-silacyclohexane). Reagents/catalysts: [Cu]I (copper (I) iodide). Solvent: C1CCOC1 (THF). Yields the product C(C)C1=CC=C(C=C1)CCCC[C@@H]1CC[C@H](CC1)[C@@H]1CC[Si@H](CC1)CCC (trans-4-(trans-4-(4-(4-ethylphenyl)butyl)cyclohexyl)-1-propyl-1-silacyclohexane). Isolated yield 82.0%. RXN SMILES: P(O[CH2:10][CH3:11])(OCC)(OCC)=O.Br[CH2:13][C@H:14]1[CH2:19][CH2:18][C@H:17]([C@H:20]2[CH2:25][CH2:24][Si@H:23]([CH2:26][CH2:27][CH3:28])[CH2:22][CH2:21]2)[CH2:16][CH2:15]1>C1COCC1.[Cu]I>[CH2:20]([C:17]1[CH:18]=[CH:19][C:14]([CH2:13][CH2:10][CH2:11][CH2:13][C@H:14]2[CH2:19][CH2:18][C@H:17]([C@H:20]3[CH2:25][CH2:24][Si@H:23]([CH2:26][CH2:27][CH3:28])[CH2:22][CH2:21]3)[CH2:16][CH2:15]2)=[CH:15][CH:16]=1)[CH3:21]. Reported procedure: 22.7 g (0.1 mol) of 4-(3-bromopropyl)-1-ethylbenzene was dropped in a mixture of 2.5 g (0.11 mols) of magnesium and 300 ml of THF to obtain a Grignard reagent. The resultant solution was further dropped in a solution, in 500 ml of THF, of 0.5 g of triethyl phosphate, 0.1 g of copper (I) iodide and 31.7 g (0.1 mol) of trans-4-(trans-4-bromomethylcyclohexyl)-1-propyl-1-silacyclohexane. The resultant product was subjected to ordinary aftertreatments to obtain trans-4-(trans-4-(4-(4-ethylphenyl)buty... Reactants: BrCCC#N (3-bromopropionitrile), IC1=CC=C(C=C1)NC1=NC=CC=N1 (N-(4-iodophenyl)pyrimidin-2-amine), [H-].[Na+] (sodium hydride). Run in CN(C)C=O (DMF), [Cl-].[Na+].O (brine), CN(C)C=O (DMF), CN(C)C=O (DMF). Reaction conditions: time 30 minute. The product is IC1=CC=C(C=C1)N(C1=NC=CC=N1)CCC#N (3-(N-(4-iodophenyl)-N-(pyrimidin-2-yl)amino)propanenitrile). As a reaction SMILES: [I:1][C:2]1[CH:7]=[CH:6][C:5]([NH:8][C:9]2[N:14]=[CH:13][CH:12]=[CH:11][N:10]=2)=[CH:4][CH:3]=1.[H-].[Na+].Br[CH2:18][CH2:19][C:20]#[N:21]>CN(C=O)C.[Cl-].[Na+].O>[I:1][C:2]1[CH:3]=[CH:4][C:5]([N:8]([CH2:18][CH2:19][C:20]#[N:21])[C:9]2[N:10]=[CH:11][CH:12]=[CH:13][N:14]=2)=[CH:6][CH:7]=1 |f:1.2,5.6.7|. Procedure: Under an argon atmosphere, a solution of N-(4-iodophenyl)pyrimidin-2-amine (100 mg) in anhydrous DMF (1.0 ml) was added to a suspension of sodium hydride (16 mg) in anhydrous DMF (1.0 ml), and the resulting mixture was stirred at room temperature for 30 minutes. To the reaction solution, a solution of 3-bromopropionitrile (0.04 ml) in anhydrous DMF (0.5 ml) was added, and the resulting mixture was stirred at room temperature overnight. Saturated brine was added to the reaction solution and the r... The reactants are CC(=O)O, CSc1ccc2sc(C(=O)NC=C(c3ccccc3)c3ccccc3)c(O)c2c1, OO. Product: CS(=O)c1ccc2sc(C(=O)NC=C(c3ccccc3)c3ccccc3)c(O)c2c1. Reaction SMILES: [CH3:32][C:33](=[O:34])[OH:35].[OH:1][c:2]1[c:3]2[c:4]([s:5][c:6]1[C:7](=[O:8])[NH:9][CH:10]=[C:11]([c:12]1[cH:13][cH:14][cH:15][cH:16][cH:17]1)[c:18]1[cH:19][cH:20][cH:21][cH:22][cH:23]1)[cH:24][cH:25][c:26]([S:28][CH3:29])[cH:27]2.[OH:30][OH:31]>>[OH:1][c:2]1[c:3]2[c:4]([s:5][c:6]1[C:7](=[O:8])[NH:9][CH:10]=[C:11]([c:12]1[cH:13][cH:14][cH:15][cH:16][cH:17]1)[c:18]1[cH:19][cH:20][cH:21][cH:22][cH:23]1)[cH:24][cH:25][c:26]([S:28]([CH3:29])=[O:30])[cH:27]2. The reactants are [N+](=O)([O-])OC(CN1N=CN=C1)C1=C(C=C(C=C1)Cl)Cl (α-(2,4-dichlorophenyl)-1H-1,2,4-triazole-1-ethanol nitrate), ClC1=C(C=CC=C1)CCl (1-chloro-2-(chloromethyl)benzene), [H-].[Na+] (sodium hydride), CS(=O)C (dimethyl sulfoxide). Run in C1=CC=CC=C1 (benzene), O (Water). Run at time 2.5 hour. Yields the product ClC1=C(C=CC=C1)COC(CN1N=CN=C1)C1=C(C=C(C=C1)Cl)Cl (1-{2-[(2-chlorophenyl)methoxy]-2-(2,4-dichlorophenyl)ethyl}-1H-1,2,4-triazole). RXN SMILES: [N+]([O:4][CH:5]([C:12]1[CH:17]=[CH:16][C:15]([Cl:18])=[CH:14][C:13]=1[Cl:19])[CH2:6][N:7]1[CH:11]=[N:10][CH:9]=[N:8]1)([O-])=O.[Cl:20][C:21]1[CH:26]=[CH:25][CH:24]=[CH:23][C:22]=1[CH2:27]Cl.[H-].[Na+].CS(C)=O>O.C1C=CC=CC=1>[Cl:20][C:21]1[CH:26]=[CH:25][CH:24]=[CH:23][C:22]=1[CH2:27][O:4][CH:5]([C:12]1[CH:17]=[CH:16][C:15]([Cl:18])=[CH:14][C:13]=1[Cl:19])[CH2:6][N:7]1[CH:11]=[N:10][CH:9]=[N:8]1 |f:2.3|. Reported procedure: A mixture of 3.2 parts of α-(2,4-dichlorophenyl)-1H-1,2,4-triazole-1-ethanol nitrate, 2.4 parts of 1-chloro-2-(chloromethyl)benzene, 1.5 parts of a sodium hydride dispersion 50%, 70 parts of dimethyl sulfoxide and 63 parts of benzene is stirred for 2.50 hours at room temperature. Water is added and the product is extracted twice with 2,2'-oxybispropane. The extract is washed twice with water and the solvent is removed in vacuo. The residue is crystallized from 2,2'-oxybispropane, yielding 3 part...